From a dataset of the Open Reaction Database (ORD), a public repository of structured organic reaction records. describe an organic reaction: reactants, conditions, products, and yield Starting materials: BrCCCCCCBr, CS(C)=O, [K+], [OH-], O, CCOC(=O)c1ccc(O)cc1. Product: CCOC(=O)c1ccc(OCCCCCCBr)cc1. Reaction SMILES: [Br:15][CH2:16][CH2:17][CH2:18][CH2:19][CH2:20][CH2:21][Br:22].[CH3:24][S:25]([CH3:26])=[O:27].[K+:14].[OH-:13].[OH2:23].[OH:1][c:2]1[cH:3][cH:4][c:5]([C:6](=[O:7])[O:8][CH2:9][CH3:10])[cH:11][cH:12]1>>[O:1]([c:2]1[cH:3][cH:4][c:5]([C:6](=[O:7])[O:8][CH2:9][CH3:10])[cH:11][cH:12]1)[CH2:21][CH2:20][CH2:19][CH2:18][CH2:17][CH2:16][Br:15]. Starting materials: CN1CCCC1=O, Cc1c(Cl)c(C(F)(F)F)nn1CC(=O)O, N#CC1(c2ccc(Cl)cc2)CCNCC1. Yields the product Cc1c(Cl)c(C(F)(F)F)nn1CC(=O)N1CCC(C#N)(c2ccc(Cl)cc2)CC1. Reaction SMILES: [CH3:31][N:32]1[CH2:33][CH2:34][CH2:35][C:36]1=[O:37].[Cl:16][c:17]1[c:18]([C:27]([F:28])([F:29])[F:30])[n:19][n:20]([CH2:23][C:24](=[O:25])[OH:26])[c:21]1[CH3:22].[Cl:1][c:2]1[cH:3][cH:4][c:5]([C:8]2([C:14]#[N:15])[CH2:9][CH2:10][NH:11][CH2:12][CH2:13]2)[cH:6][cH:7]1>>[Cl:1][c:2]1[cH:3][cH:4][c:5]([C:8]2([C:14]#[N:15])[CH2:9][CH2:10][N:11]([C:24]([CH2:23][n:20]3[n:19][c:18]([C:27]([F:28])([F:29])[F:30])[c:17]([Cl:16])[c:21]3[CH3:22])=[O:25])[CH2:12][CH2:13]2)[cH:6][cH:7]1. The reactants are FC(C(=O)OC)(F)F (methyl trifluoroacetate), [NH4+].[Cl-] (NH4Cl), BrC=1C=2C(=C3N(C2C=C(C1)F)CCC3CC(=O)O)SC3=CC=C(C=C3)Cl ((+/−)-[8-Bromo-9-[(4-chlorophenyl)sulfanyl]-6-fluoro-2,3-dihydro-1H-pyrrolo[1,2-a]indol-1-yl]acetic acid), C[Mg+].[Br-] (MeMgBr), [Li]C(C)CC (sec-BuLi). Solvent: C1CCOC1 (THF). Reaction conditions: temperature -78 celsius, time 5 minute. Product: ClC1=CC=C(C=C1)SC1=C2N(C=3C=C(C=C(C13)C(C(F)(F)F)=O)F)CCC2CC(=O)O ((+/−)-[9-[(4-Chlorophenyl)sulfanyl]-6-fluoro-8-(trifluoroacetyl)-2,3-dihydro-1H-pyrrolo[1,2-a]indol-1-yl]acetic acid). Isolated yield 53.0%. As a reaction SMILES: Br[C:2]1[C:3]2[C:4]([S:19][C:20]3[CH:25]=[CH:24][C:23]([Cl:26])=[CH:22][CH:21]=3)=[C:5]3[CH:14]([CH2:15][C:16]([OH:18])=[O:17])[CH2:13][CH2:12][N:6]3[C:7]=2[CH:8]=[C:9]([F:11])[CH:10]=1.C[Mg+].[Br-].[Li]C(CC)C.[F:35][C:36]([F:42])([F:41])[C:37](OC)=[O:38].[NH4+].[Cl-]>C1COCC1>[Cl:26][C:23]1[CH:22]=[CH:21][C:20]([S:19][C:4]2[C:3]3[C:2]([C:37](=[O:38])[C:36]([F:42])([F:41])[F:35])=[CH:10][C:9]([F:11])=[CH:8][C:7]=3[N:6]3[CH2:12][CH2:13][CH:14]([CH2:15][C:16]([OH:18])=[O:17])[C:5]=23)=[CH:25][CH:24]=1 |f:1.2,5.6|. Reported procedure: To a solution of (+/−)-[8-bromo-9-[(4-chlorophenyl)sulfanyl]-6-fluoro-2,3-dihydro-1H-pyrrolo[1,2-a]indol-1-yl]acetic acid (Example 7, 250 mg, 0.6 mmol) in THF (8 mL) at −78° C. was added 3M MeMgBr (0.7 mmol) followed by the addition of sec-BuLi (0.8 mmol, 1.3M solution). The reaction mixture was stirred at −78° C. for 5 minutes and methyl trifluoroacetate (352 mg, 2.8 mmol) was added., The reaction mixture was warmed to r.t., stirred for 4 hours and saturated aqueous NH4Cl was added. The phases ... Reactants: CC(=O)O, CCOC(C)=O, C=C1CC2C3CCC4=CC(=O)CCC4(C)C3CCC2(C)C1(O)C(=O)CCl, [Zn]. Yields the product C=C1CC2C3CCC4=CC(=O)CCC4(C)C3CCC2(C)C1(O)C(C)=O. Reaction SMILES: [CH3:1][C:2](=[O:3])[OH:4].[CH3:31][CH2:32][O:33][C:34](=[O:35])[CH3:36].[Cl:5][CH2:6][C:7]([C:8]1([OH:29])[C:9](=[CH2:28])[CH2:10][CH:11]2[CH:12]3[CH2:13][CH2:14][C:15]4=[CH:16][C:17](=[O:27])[CH2:18][CH2:19][C:20]4([CH3:21])[CH:22]3[CH2:23][CH2:24][C:25]12[CH3:26])=[O:30].[Zn:37]>>[CH3:6][C:7]([C:8]1([OH:29])[C:9](=[CH2:28])[CH2:10][CH:11]2[CH:12]3[CH2:13][CH2:14][C:15]4=[CH:16][C:17](=[O:27])[CH2:18][CH2:19][C:20]4([CH3:21])[CH:22]3[CH2:23][CH2:24][C:25]12[CH3:26])=[O:30]. Reactants: COC1=C2CC(CC(C2=CC=C1OC)=O)C1=CC=CC=C1 (5,6-dimethoxy-3-phenyl-1,2,3,4-tetrahydro-1-naphthalenone), COC1=C(C=O)C=CC=C1OC (2,3-dimethoxybenzaldehyde), solution, B(Br)(Br)Br (boron tribromide). Solvent: C(Cl)Cl (methylene chloride), C(Cl)Cl (methylene chloride). Conditions: temperature -78 celsius, time 0.5 hour. Yields the product OC1=C2CC(CC(C2=CC=C1O)=O)C1=CC=CC=C1 (5,6-Dihydroxy-3-phenyl-1,2,3,4-tetrahydro-1-naphthalenone). The yield is 95.2%. RXN SMILES: C[O:2][C:3]1[C:12]([O:13]C)=[CH:11][CH:10]=[C:9]2[C:4]=1[CH2:5][CH:6]([C:16]1[CH:21]=[CH:20][CH:19]=[CH:18][CH:17]=1)[CH2:7][C:8]2=[O:15].COC1C(OC)=CC=CC=1C=O.B(Br)(Br)Br>C(Cl)Cl>[OH:2][C:3]1[C:12]([OH:13])=[CH:11][CH:10]=[C:9]2[C:4]=1[CH2:5][CH:6]([C:16]1[CH:21]=[CH:20][CH:19]=[CH:18][CH:17]=1)[CH2:7][C:8]2=[O:15]. Reported procedure: To a solution of 6.5 g (23 mmol) of 5,6-dimethoxy-3-phenyl-1,2,3,4-tetrahydro-1-naphthalenone (prepared from 2,3-dimethoxybenzaldehyde by the procedures described in Example 1) in 80 mL of anhydrous methylene chloride at -78° C., under nitrogen atmosphere, was added dropwise 100 mL (100 mmol) of a 1 M solution of boron tribromide in methylene chloride. The reaction mixture was stirred at -78° C. for 0.5 h and then at ambient temperature for 1 h. TLC analysis of the reaction mixture on silica gel... Starting materials: C[C@H](CC(=O)OC)CCC=O ((S)-methyl 3-methyl-6-oxohexanoate), C(CCC)[Li].CCCCCC (n-butyllithium n-hexane), [Cl-].[NH4+] (ammonium chloride). Run at temperature -50 celsius, time 10 minute. Procedure: To a suspension of 23.3 g (65.2 mmol) of methyltriphenylphosphonium bromide in 120 ml of dry THF is added 36.9 ml (58.7 mmol) of 1.59 N n-butyllithium-n-hexane solution dropwise under ice cooling in a nitrogen atmosphere. After additional stirring at the same temperature for 10 minutes, the mixture was cooled to -50° C., and a solution of 5.2 g of crude aldehyde 31 (prepared in 31-(2)) in 80 ml of dry THF is added dropwise thereto. Then, the mixture is stirred at the same temperature for 10 minu... Reagents/catalysts: [Br-].C[P+](C1=CC=CC=C1)(C1=CC=CC=C1)C1=CC=CC=C1 (methyltriphenylphosphonium bromide). Yields the product C[C@H](CC(=O)OC)CCC=C ((S)-(-)-methyl 3-methyl-6-heptenoate). Reaction SMILES: [CH2:1]([Li])CCC.CCCCCC.[CH3:12][C@@H:13]([CH2:19][CH2:20][CH:21]=O)[CH2:14][C:15]([O:17][CH3:18])=[O:16].[Cl-].[NH4+]>[Br-].C[P+](C1C=CC=CC=1)(C1C=CC=CC=1)C1C=CC=CC=1.C1COCC1>[CH3:12][C@@H:13]([CH2:19][CH2:20][CH:21]=[CH2:1])[CH2:14][C:15]([O:17][CH3:18])=[O:16] |f:0.1,3.4,5.6|. Run in C1CCOC1 (THF), C1CCOC1 (THF). Yield: 42.6%.